The task is: describe an organic reaction: reactants, conditions, products, and yield. This data is from the Open Reaction Database (ORD), a public repository of structured organic reaction records. Reactants: CC(CO)(C)C (2,2-dimethyl-1-propanol), ClC1=C(C=NC2=CC=C(C=C12)I)C#N (4-chloro-6-iodo-quinoline-3-carbonitrile), [H-].[K+] (potassium hydride). Run in C1CCOC1 (THF). Product: CC(COC1=C(C=NC2=CC=C(C=C12)I)C#N)(C)C (4-(2,2-dimethyl-propoxy)-6-iodo-quinoline-3-carbonitrile). Reaction SMILES: [CH3:1][C:2]([CH3:6])([CH3:5])[CH2:3][OH:4].Cl[C:8]1[C:17]2[C:12](=[CH:13][CH:14]=[C:15]([I:18])[CH:16]=2)[N:11]=[CH:10][C:9]=1[C:19]#[N:20].[H-].[K+]>C1COCC1>[CH3:1][C:2]([CH3:6])([CH3:5])[CH2:3][O:4][C:8]1[C:17]2[C:12](=[CH:13][CH:14]=[C:15]([I:18])[CH:16]=2)[N:11]=[CH:10][C:9]=1[C:19]#[N:20] |f:2.3|. Procedure: Similar procedure as described in example 28a was used, starting from 2,2-dimethyl-1-propanol, 4-chloro-6-iodo-quinoline-3-carbonitrile (example 14c) and potassium hydride in a solvent system of THF to give 4-(2,2-dimethyl-propoxy)-6-iodo-quinoline-3-carbonitrile. LC-MS m/e 367 (MH+). Starting materials: [OH-].[Na+] (NaOH), C(C)N(CCNC1=CC=C(C=2SC3=CC=C(C=C3C(C12)=O)OC)C=O)CC (1-[[2-(diethylamino)ethyl]amino]-7-methoxy-9-oxothioxanthen-4-carboxaldehyde), C(=O)O (formic acid), CNC=O (N-methylformamide), ice water. The product is C(C)N(CCNC1=CC=C(C=2SC3=CC=C(C=C3C(C12)=O)OC)CN(C=O)C)CC (N-[[1-[[2-(diethylamino)ethyl]amino]-7-methoxy-9-oxothioxanthen-4-yl]methyl]-N-methylformamide). Isolated yield 89.9%. Reaction SMILES: [CH2:1]([N:3]([CH2:26][CH3:27])[CH2:4][CH2:5][NH:6][C:7]1[C:20]2[C:19](=[O:21])[C:18]3[C:13](=[CH:14][CH:15]=[C:16]([O:22][CH3:23])[CH:17]=3)[S:12][C:11]=2[C:10](C=O)=[CH:9][CH:8]=1)[CH3:2].[CH:28]([OH:30])=O.[OH-].[Na+].[CH3:33][NH:34][CH:35]=O>>[CH2:1]([N:3]([CH2:26][CH3:27])[CH2:4][CH2:5][NH:6][C:7]1[C:20]2[C:19](=[O:21])[C:18]3[C:13](=[CH:14][CH:15]=[C:16]([O:22][CH3:23])[CH:17]=3)[S:12][C:11]=2[C:10]([CH2:33][N:34]([CH3:35])[CH:28]=[O:30])=[CH:9][CH:8]=1)[CH3:2] |f:2.3|. Procedure: A solution of 1-[[2-(diethylamino)ethyl]amino]-7-methoxy-9-oxothioxanthen-4-carboxaldehyde (3 g, 7.8 mmol) and 1.5 mL of formic acid in 25.5 mL of N-methylformamide was heated to 170° C. for 8 h with stirring under nitrogen. The reaction mixture was poured into 160 mL of ice/water, basified with 35% of NaOH solution, and extracted into chloroform (3x). the organic layer was washed with water (2x) and brine, dried over sodium sulfate, and the sovlent was removed in vacuo affording 3 g (89.9%) of ...